The task is: describe an organic reaction: reactants, conditions, products, and yield. This data is from the Open Reaction Database (ORD), a public repository of structured organic reaction records. Reactants: C1CCOC1, CCC1CN(C(Cc2ccc3ccccc3c2)C(=O)OC)CCN1C(=O)C(Cc1ccc(Cl)cc1)NC(=O)OC(C)(C)C, Cl, [Li+], [OH-], O. Yields the product CCC1CN(C(Cc2ccc3ccccc3c2)C(=O)O)CCN1C(=O)C(Cc1ccc(Cl)cc1)NC(=O)OC(C)(C)C. As a reaction SMILES: [CH2:47]1[O:48][CH2:49][CH2:50][CH2:51]1.[CH3:3][O:4][C:5]([CH:6]([CH2:7][c:8]1[cH:9][c:10]2[cH:11][cH:12][cH:13][cH:14][c:15]2[cH:16][cH:17]1)[N:18]1[CH2:19][CH:20]([CH2:43][CH3:44])[N:21]([C:24]([CH:25]([CH2:26][c:27]2[cH:28][cH:29][c:30]([Cl:33])[cH:31][cH:32]2)[NH:34][C:35](=[O:36])[O:37][C:38]([CH3:39])([CH3:40])[CH3:41])=[O:42])[CH2:22][CH2:23]1)=[O:45].[ClH:46].[Li+:2].[OH-:1].[OH2:52]>>[O:4]=[C:5]([CH:6]([CH2:7][c:8]1[cH:9][c:10]2[cH:11][cH:12][cH:13][cH:14][c:15]2[cH:16][cH:17]1)[N:18]1[CH2:19][CH:20]([CH2:43][CH3:44])[N:21]([C:24]([CH:25]([CH2:26][c:27]2[cH:28][cH:29][c:30]([Cl:33])[cH:31][cH:32]2)[NH:34][C:35](=[O:36])[O:37][C:38]([CH3:39])([CH3:40])[CH3:41])=[O:42])[CH2:22][CH2:23]1)[OH:45]. The reactants are ClC1=NC=NC(=C1C)C1=CC=CC=C1 (4-chloro-5-methyl-6-phenylpyrimidine), C1CC2CC1CC2Br (exo-2-bromonorbornane), Grignard reagent, [Cl-].[NH4+] (ammonium chloride), [Mg] (magnesium), Grignard reagent, Ni(dppe)Cl2. Solvent: C1CCOC1 (THF), C1CCOC1 (THF). Conditions: temperature -20 celsius. The product is CC=1C(=NC=NC1C1=CC=CC=C1)C1C2CCC(C1)C2 (5-methyl-4-(2-norbornyl)-6-phenylpyrimidine). As a reaction SMILES: [CH2:1]1[CH:5]2[CH2:6][CH:7](Br)[CH:3]([CH2:4]2)[CH2:2]1.[Mg].Cl[C:11]1[C:16]([CH3:17])=[C:15]([C:18]2[CH:23]=[CH:22][CH:21]=[CH:20][CH:19]=2)[N:14]=[CH:13][N:12]=1.[Cl-].[NH4+]>C1COCC1>[CH3:17][C:16]1[C:11]([CH:7]2[CH2:6][CH:5]3[CH2:4][CH:3]2[CH2:2][CH2:1]3)=[N:12][CH:13]=[N:14][C:15]=1[C:18]1[CH:19]=[CH:20][CH:21]=[CH:22][CH:23]=1 |f:3.4|. Reported procedure: Into a reaction container, 4.2 g of exo-2-bromonorbornane, 0.70 g of magnesium, and 12 mL of THF were put, and this reaction container was heated by irradiation with microwaves (2.45 GHz, 100 W) for 10 minutes so that the Grignard reagent was prepared. Then, 2.3 g of 4-chloro-5-methyl-6-phenylpyrimidine obtained in Step 1 and 20 mL of THF were mixed, and while the mixture was being stirred at −20° C., the obtained Grignard reagent was added thereto. Further, 40 mg of Ni(dppe)Cl2 was also added, ... The reactants are ClC1=CC(=C(OC2=NC=C(C=C2)[N+](=O)[O-])C=C1)C (2-(4-chloro-2-methyl-phenoxy)-5-nitropyridine), [H][H] (hydrogen). Reagents/catalysts: [OH-].[OH-].[Pd+2] (palladium hydroxide on carbon). The solvent is C(C)O (ethanol). The product is ClC1=CC(=C(OC2=NC=C(C=C2)N)C=C1)C (2-(4-Chloro-2-methyl-phenoxy)-5-amino-pyridine). Reaction SMILES: [Cl:1][C:2]1[CH:17]=[CH:16][C:5]([O:6][C:7]2[CH:12]=[CH:11][C:10]([N+:13]([O-])=O)=[CH:9][N:8]=2)=[C:4]([CH3:18])[CH:3]=1.[H][H]>C(O)C.[OH-].[OH-].[Pd+2]>[Cl:1][C:2]1[CH:17]=[CH:16][C:5]([O:6][C:7]2[CH:12]=[CH:11][C:10]([NH2:13])=[CH:9][N:8]=2)=[C:4]([CH3:18])[CH:3]=1 |f:3.4.5|. Procedure: 2-(4-chloro-2-methyl-phenoxy)-5-nitropyridine (203 mg, 0.77 mmol) was dissolved in 95% ethanol (3 mL) and treated with 20% palladium hydroxide on carbon (50 mg). The reaction mixture was shaken in a hydrogen atmosphere (40 psi) for 1 hour. The solution was filtered through celite and concentrated in vacuo. MS (m/z): 234/236 (M+H)+ ; C12H11N2OCl requires 234.7. Product: [Br-].C(C)OP(=O)(OCC)CCC[N+]1=C(C=CC2=CC(=CC=C12)OC)C (1-(3-(diethoxyphosphoryl)propyl)-6-methoxy-2-methylquinolinium bromide). Reported procedure: A mixture of 6-methoxy-2-methylquinoline (1.0 g, 5.8 mmol) and diethyl-(3-bromopropyl)-phosphonate (1.6 g, 6.4 mmol) was heated in a pressure tube at 140° C. for 16 hours. The mixture was allowed to cool to room temperature, and the resulting mass was dissolved in DMF (4 mL). The combined mixture was then added dropwise to ethyl acetate (40 mL). Precipitated purple solid was collected by centrifugation, washed with ethyl acetate (3×40 mL) and dried under vacuum to yield 1.7 g of Compound 13 whic... Reaction SMILES: [CH3:1][O:2][C:3]1[CH:4]=[C:5]2[C:10](=[CH:11][CH:12]=1)[N:9]=[C:8]([CH3:13])[CH:7]=[CH:6]2.[CH2:14]([O:16][P:17]([CH2:22][CH2:23][CH2:24][Br:25])(=[O:21])[O:18][CH2:19][CH3:20])[CH3:15].C(OCC)(=O)C>CN(C=O)C>[Br-:25].[CH2:19]([O:18][P:17]([CH2:22][CH2:23][CH2:24][N+:9]1[C:10]2[C:5](=[CH:4][C:3]([O:2][CH3:1])=[CH:12][CH:11]=2)[CH:6]=[CH:7][C:8]=1[CH3:13])([O:16][CH2:14][CH3:15])=[O:21])[CH3:20] |f:4.5|. Reaction conditions: temperature 140 celsius. The solvent is CN(C)C=O (DMF). Starting materials: COC=1C=C2C=CC(=NC2=CC1)C (6-methoxy-2-methylquinoline), C(C)OP(OCC)(=O)CCCBr (diethyl-(3-bromopropyl)-phosphonate), C(C)(=O)OCC (ethyl acetate). The yield is 67.8%.